This data is from the Open Reaction Database (ORD), a public repository of structured organic reaction records. The task is: describe an organic reaction: reactants, conditions, products, and yield Starting materials: ClC1=C(C(=O)NS(=O)(=O)N(C)C(C)C)C=CC(=C1[N+](=O)[O-])F (N-(2-chloro-4-fluoro-3-nitrobenzoyl)-N′-isopropyl-N′-methylsulfamide), [H][H] (hydrogen), [Cl-].[NH4+] (ammonium chloride), CO (methanol). Reagents/catalysts: [Pd] (Pd/C). Solvent: C1(=CC=CC=C1)C (toluene). Conditions: temperature 70 celsius, time 10 hour. Yields the product ClC1=C(C(=O)NS(=O)(=O)N(C)C(C)C)C=CC(=C1N)F (N-(2-Chloro-4-fluoro-3-aminobenzoyl)-N′-isopropyl-N′-methylsulfamide). As a reaction SMILES: [Cl:1][C:2]1[C:18]([N+:19]([O-])=O)=[C:17]([F:22])[CH:16]=[CH:15][C:3]=1[C:4]([NH:6][S:7]([N:10]([CH:12]([CH3:14])[CH3:13])[CH3:11])(=[O:9])=[O:8])=[O:5].[Cl-].[NH4+].CO.[H][H]>C1(C)C=CC=CC=1.[Pd]>[Cl:1][C:2]1[C:18]([NH2:19])=[C:17]([F:22])[CH:16]=[CH:15][C:3]=1[C:4]([NH:6][S:7]([N:10]([CH:12]([CH3:14])[CH3:13])[CH3:11])(=[O:9])=[O:8])=[O:5] |f:1.2|. Procedure details: 8.00 g (0.023 mol) of N-(2-chloro-4-fluoro-3-nitrobenzoyl)-N′-isopropyl-N′-methylsulfamide and 70 mg (6 mol %) of ammonium chloride in 33 g of toluene and 8 g of methanol were admixed with 0.19 g (0.15 mol %) of 10% Pd/C and hydrogenated with 5 bar of hydrogen with stirring at 70° C. After 10 h the solution was depressurized, the reaction mixture was filtered and the solvent was removed by distillation. This gave 6.4 g (89%) of the title compound in the form of a solid (m.p.: 147-149° C.). Product: COc1ccc(C(O)c2cccc(C)c2OCc2ccccc2)cc1. Reactants: [Br-], Cc1cccc(C=O)c1OCc1ccccc1, C1CCOC1, COc1ccc([Mg+])cc1, [Cl-], [NH4+]. RXN SMILES: [Br-:18].[CH2:1]([c:2]1[cH:3][cH:4][cH:5][cH:6][cH:7]1)[O:8][c:9]1[c:10]([CH:11]=[O:12])[cH:13][cH:14][cH:15][c:16]1[CH3:17].[CH2:30]1[O:31][CH2:32][CH2:33][CH2:34]1.[CH3:19][O:20][c:21]1[cH:22][cH:23][c:24]([Mg+:27])[cH:25][cH:26]1.[Cl-:28].[NH4+:29]>>[CH2:1]([c:2]1[cH:3][cH:4][cH:5][cH:6][cH:7]1)[O:8][c:9]1[c:10]([CH:11]([OH:12])[c:24]2[cH:23][cH:22][c:21]([O:20][CH3:19])[cH:26][cH:25]2)[cH:13][cH:14][cH:15][c:16]1[CH3:17]. Run in CN(C)C=O (DMF). Procedure: A solution of 2-fluorobenzonitrile (2.75 g, 22.7 mmol) and 4-piperidone ethylene ketal (4.25 g, 29.7 mmol) in DMF (40 mL) was heated to 120° C. for 4 h. The resulting mixture was cooled to room temperature overnight. The solvent was removed in vacuo and the residue dissolved in ether and sodium bicarbonate solution. The aqueous layer was extracted with two additional portions of ether and the combined organic extracts were washed with brine, dried over Na2SO4, and concentrated under reduced pres... As a reaction SMILES: F[C:2]1[CH:9]=[CH:8][CH:7]=[CH:6][C:3]=1[C:4]#[N:5].[CH2:10]1[O:19][C:13]2([CH2:18][CH2:17][NH:16][CH2:15][CH2:14]2)[O:12][CH2:11]1>CN(C=O)C>[CH2:10]1[O:19][C:13]2([CH2:18][CH2:17][N:16]([C:2]3[CH:9]=[CH:8][CH:7]=[CH:6][C:3]=3[C:4]#[N:5])[CH2:15][CH2:14]2)[O:12][CH2:11]1. Reactants: FC1=C(C#N)C=CC=C1 (2-fluorobenzonitrile), C1COC2(CCNCC2)O1 (4-piperidone ethylene ketal). Yields the product C1COC2(CCN(CC2)C2=C(C=CC=C2)C#N)O1 (N-(2-Cyanophenyl)-4-piperidone ethylene ketal). Reactants: C(C1=CC=CC=C1)N1C(=CC2=C1C=C(C=1N2C(=NN1)C)Cl)C (6-benzyl-4-chloro-1,7-dimethyl-6H-pyrrolo[2,3-e][1,2,4]triazolo[4,3-a]pyridine), NC1CCN(CC1)C(=O)OC(C)(C)C (tert-butyl 4-aminopiperidine-1-carboxylate), CC(C)(C)[O-].[Na+] (NaOtBu), CC1(C2=CC=CC(=C2OC=2C(=CC=CC12)P(C1=CC=CC=C1)C1=CC=CC=C1)P(C1=CC=CC=C1)C1=CC=CC=C1)C ((9,9-dimethyl-9H-xanthene-4,5-diyl)bis(diphenylphosphine)). Reagents/catalysts: C=1C=CC(=CC1)/C=C/C(=O)/C=C/C2=CC=CC=C2.C=1C=CC(=CC1)/C=C/C(=O)/C=C/C2=CC=CC=C2.C=1C=CC(=CC1)/C=C/C(=O)/C=C/C2=CC=CC=C2.[Pd].[Pd] (tris(dibenzylideneacetone)dipalladium(0)). The solvent is CCOC(=O)C (EtOAc), C1(=CC=CC=C1)C (toluene). Conditions: temperature 120 celsius. Product: C(C1=CC=CC=C1)N1C(=CC2=C1C=C(C=1N2C(=NN1)C)NC1CCN(CC1)C(=O)OC(C)(C)C)C (tert-butyl 4-[(6-benzyl-1,7-dimethyl-6H-pyrrolo[2,3-e][1,2,4]triazolo[4,3-a]pyridin-4-yl)amino]piperidine-1-carboxylate). Reaction SMILES: [CH2:1]([N:8]1[C:12]2[CH:13]=[C:14](Cl)[C:15]3[N:16]([C:17]([CH3:20])=[N:18][N:19]=3)[C:11]=2[CH:10]=[C:9]1[CH3:22])[C:2]1[CH:7]=[CH:6][CH:5]=[CH:4][CH:3]=1.[NH2:23][CH:24]1[CH2:29][CH2:28][N:27]([C:30]([O:32][C:33]([CH3:36])([CH3:35])[CH3:34])=[O:31])[CH2:26][CH2:25]1.CC([O-])(C)C.[Na+].CC1(C)C2C=CC=C(P(C3C=CC=CC=3)C3C=CC=CC=3)C=2OC2C1=CC=CC=2P(C1C=CC=CC=1)C1C=CC=CC=1>C1(C)C=CC=CC=1.CCOC(C)=O.C1C=CC(/C=C/C(/C=C/C2C=CC=CC=2)=O)=CC=1.C1C=CC(/C=C/C(/C=C/C2C=CC=CC=2)=O)=CC=1.C1C=CC(/C=C/C(/C=C/C2C=CC=CC=2)=O)=CC=1.[Pd].[Pd]>[CH2:1]([N:8]1[C:12]2[CH:13]=[C:14]([NH:23][CH:24]3[CH2:25][CH2:26][N:27]([C:30]([O:32][C:33]([CH3:36])([CH3:35])[CH3:34])=[O:31])[CH2:28][CH2:29]3)[C:15]3[N:16]([C:17]([CH3:20])=[N:18][N:19]=3)[C:11]=2[CH:10]=[C:9]1[CH3:22])[C:2]1[CH:7]=[CH:6][CH:5]=[CH:4][CH:3]=1 |f:2.3,7.8.9.10.11|. Procedure details: A degassed mixture of 6-benzyl-4-chloro-1,7-dimethyl-6H-pyrrolo[2,3-e][1,2,4]triazolo[4,3-a]pyridine (200. mg, 0.644 mmol, Example 228, Step 7), tert-butyl 4-aminopiperidine-1-carboxylate (520 mg, 2.6 mmol, Combi-Blocks), NaOtBu (180 mg, 1.9 mmol, Aldrich), (9,9-dimethyl-9H-xanthene-4,5-diyl)bis(diphenylphosphine) (93 mg, 0.16 mmol, Aldrich) and tris(dibenzylideneacetone)dipalladium(0) (71 mg, 0.077 mmol, Aldrich) in toluene (10. mL) was heated at 120° C. for 4 hours. Upon cooling, the reaction ... The reactants are O (water), C([O-])([O-])=O.[K+].[K+] (potassium carbonate), C(C1=CC=CC=C1)N1C=NC=2N(C(NC(C12)=O)=O)C1=CC=CC=C1 (7-benzyl-3-phenylxanthine), C(CC)OCCl (propoxymethyl chloride). Solvent: CN(C=O)C (dimethylformamide). Conditions: time 1 hour. Product: C(C1=CC=CC=C1)N1C=NC=2N(C(N(C(C12)=O)COCCC)=O)C1=CC=CC=C1 (7-Benzyl-3-phenyl-1-propoxymethylxanthine). As a reaction SMILES: C(=O)([O-])[O-].[K+].[K+].[CH2:7]([N:14]1[C:22]2[C:21](=[O:23])[NH:20][C:19](=[O:24])[N:18]([C:25]3[CH:30]=[CH:29][CH:28]=[CH:27][CH:26]=3)[C:17]=2[N:16]=[CH:15]1)[C:8]1[CH:13]=[CH:12][CH:11]=[CH:10][CH:9]=1.[CH2:31]([O:34][CH2:35]Cl)[CH2:32][CH3:33].O>CN(C)C=O>[CH2:7]([N:14]1[C:22]2[C:21](=[O:23])[N:20]([CH2:35][O:34][CH2:31][CH2:32][CH3:33])[C:19](=[O:24])[N:18]([C:25]3[CH:30]=[CH:29][CH:28]=[CH:27][CH:26]=3)[C:17]=2[N:16]=[CH:15]1)[C:8]1[CH:9]=[CH:10][CH:11]=[CH:12][CH:13]=1 |f:0.1.2|. Procedure details: 0.45 g (3.26 mmol) of potassium carbonate was added at 60° C. to a suspension of 0.65 g (2.04 mmol) of 7-benzyl-3-phenylxanthine from stage a) in 20 ml of dimethylformamide and the mixture was stirred at this temperature for one hour. 0.29 ml (2.65 mmol) of propoxymethyl chloride was then added dropwise and the mixture was stirred at 80° C. for 1.5 hours. 20 ml of water were then added, the mixture was extracted three times using 24 ml of methyl tert-butyl ether each time, and the combined organ... Reactants: [Al+3], COC(=O)c1c(C)nc2cc(OC)c(OC)cc2c1-c1ccc(OC)c(OC)c1, [H-], [H-], [H-], [H-], [Li+], C1CCOC1, O. The product is COc1ccc(-c2c(CO)c(C)nc3cc(OC)c(OC)cc23)cc1OC. RXN SMILES: [Al+3:31].[CH3:1][O:2][c:3]1[cH:4][c:5]2[c:6](-[c:20]3[cH:21][c:22]([O:28][CH3:29])[c:23]([O:26][CH3:27])[cH:24][cH:25]3)[c:7]([C:16](=[O:17])[O:18][CH3:19])[c:8]([CH3:15])[n:9][c:10]2[cH:11][c:12]1[O:13][CH3:14].[H-:30].[H-:33].[H-:34].[H-:35].[Li+:32].[O:37]1[CH2:38][CH2:39][CH2:40][CH2:41]1.[OH2:36]>>[CH3:1][O:2][c:3]1[cH:4][c:5]2[c:6](-[c:20]3[cH:21][c:22]([O:28][CH3:29])[c:23]([O:26][CH3:27])[cH:24][cH:25]3)[c:7]([CH2:16][OH:17])[c:8]([CH3:15])[n:9][c:10]2[cH:11][c:12]1[O:13][CH3:14]. Starting materials: S(=O)(=O)(C1=CC=C(C)C=C1)Cl (Tosylchloride), C\C(=C/CCO)\CC\C=C(\CCC=C(C)C)/C ((E,E)-4,8,12-trimethyl-3,7,11-tridecatrienol), O (water). The solvent is N1=CC=CC=C1 (pyridine). The product is S(=O)(=O)(OCC\C=C(\CC\C=C(\CCC=C(C)C)/C)/C)C1=CC=C(C)C=C1 ((E,E)-4,8,12-trimethyl-3,7,11-tridecatrienyl tosylate). RXN SMILES: [S:1](Cl)([C:4]1[CH:10]=[CH:9][C:7]([CH3:8])=[CH:6][CH:5]=1)(=[O:3])=[O:2].[CH3:12]/[C:13](/[CH2:18][CH2:19]/[CH:20]=[C:21](\[CH3:28])/[CH2:22][CH2:23][CH:24]=[C:25]([CH3:27])[CH3:26])=[CH:14]\[CH2:15][CH2:16][OH:17].O>N1C=CC=CC=1>[S:1]([C:4]1[CH:10]=[CH:9][C:7]([CH3:8])=[CH:6][CH:5]=1)([O:17][CH2:16][CH2:15]/[CH:14]=[C:13](\[CH3:12])/[CH2:18][CH2:19]/[CH:20]=[C:21](\[CH3:28])/[CH2:22][CH2:23][CH:24]=[C:25]([CH3:27])[CH3:26])(=[O:3])=[O:2]. Reported procedure: Tosylchloride (3.51 g, 9 mmol) was added to a stirred solution of (E,E)-4,8,12-trimethyl-3,7,11-tridecatrienol (1.66 g, 7 mmol) in pyridine (30 mL) at 0° C. The resulting mixture was placed in a refrigerator overnight, then poured into cold water and extracted with ether. The ethereal extract was washed with diluted hydrochloric acid to remove pyridine. After drying and filtration, the filtrate was evaporated to afford the title compound as an oil which was used in the next step without purifica...